Task: describe an organic reaction: reactants, conditions, products, and yield. Dataset: the Open Reaction Database (ORD), a public repository of structured organic reaction records RXN SMILES: [Cl-].[Al+3].[Cl-].[Cl-].[Br:5][C:6]1[CH:11]=[CH:10][CH:9]=[C:8]([Br:12])[CH:7]=1.[Br:13][CH:14]([CH3:18])[C:15](Br)=[O:16]>C(=S)=S>[Br:13][CH:14]([CH3:18])[C:15]([C:9]1[CH:10]=[CH:11][C:6]([Br:5])=[CH:7][C:8]=1[Br:12])=[O:16] |f:0.1.2.3|. Product: BrC(C(=O)C1=C(C=C(C=C1)Br)Br)C (2-bromo-1-(2,4-dibromophenyl)-1-propanone). Run in C(=S)=S (carbon disulphide). Reported procedure: 15 g of aluminium chloride are added with caution, at 0° C., to 25 g of 1,3-dibromobenzene in 250 ml of carbon disulphide, and 22.86 g of 2-bromopropionyl bromide are then run in slowly. The mixture is maintained at reflux for 8 hours, then the carbon disulphide is evaporated off under vacuum and the reaction medium is poured onto crushed ice. The product is extracted twice with heptane, dried, evaporated to dryness and then is purified on a column of silica, using a mixture of cyclohexane and e... Isolated yield 76.0%. Starting materials: [Cl-].[Al+3].[Cl-].[Cl-] (aluminium chloride), BrC1=CC(=CC=C1)Br (1,3-dibromobenzene), BrC(C(=O)Br)C (2-bromopropionyl bromide). Starting materials: C(C(=O)O)(=O)O.NC1C(N(C1=O)CC(=O)OC)CCC=1OC=CC1 (3-amino-2-[2-(2-furanyl)ethyl]-4-oxo-1-azetidine acetic acid, methyl ester oxalate), C1(=CC=CC=C1)CC(=O)OC (methyl phenylacetate), P(=O)([O-])([O-])[O-].[K+].[K+].[K+] (potassium phosphate), CC1([C@@H](N2[C@H](S1)[C@@H](C2=O)NC(=O)CC=3C=CC=CC3)C(=O)O)C (penicillin G). Run in O (H2O). Reaction conditions: temperature 28 celsius, time 8 hour. Product: C1(=CC=CC=C1)CC(=O)N[C@H]1[C@H](N(C1=O)CC(=O)OC)CCC=1OC=CC1 ((2R,3S)-3-Phenylacetylamino-2-[(2-furanyl)ethyl]-4-oxo-1-azetidine acetic acid, methyl ester). Yield: 42.2%. Reaction SMILES: C(O)(=O)C(O)=O.[NH2:7][CH:8]1[C:11](=[O:12])[N:10]([CH2:13][C:14]([O:16][CH3:17])=[O:15])[CH:9]1[CH2:18][CH2:19][C:20]1[O:21][CH:22]=[CH:23][CH:24]=1.[C:25]1([CH2:31][C:32](OC)=[O:33])[CH:30]=[CH:29][CH:28]=[CH:27][CH:26]=1.P([O-])([O-])([O-])=O.[K+].[K+].[K+].CC1(C)S[C@@H]2[C@H](NC(CC3C=CC=CC=3)=O)C(=O)N2[C@H]1C(O)=O>O>[C:25]1([CH2:31][C:32]([NH:7][C@@H:8]2[C:11](=[O:12])[N:10]([CH2:13][C:14]([O:16][CH3:17])=[O:15])[C@@H:9]2[CH2:18][CH2:19][C:20]2[O:21][CH:22]=[CH:23][CH:24]=2)=[O:33])[CH:30]=[CH:29][CH:28]=[CH:27][CH:26]=1 |f:0.1,3.4.5.6|. Procedure: A 100 mg sample of cis(racemic at 2 and 3 position) 3-amino-2-[2-(2-furanyl)ethyl]-4-oxo-1-azetidine acetic acid, methyl ester oxalate and 121 mg of methyl phenylacetate was added to 0.1 M potassium phosphate buffer(100ml) at pH=6.0, and the temperature maintained at 28° C. Milli-Q™ H2O washed Sclavo penicillin G amidase (0.035 I.U./%mole of substrate; 0.100 I.U./mg of substrate) was added and the reaction allowed to proceed overnight. The reaction mixture was then extracted two times with ethyl...